Dataset: the Open Reaction Database (ORD), a public repository of structured organic reaction records. Task: describe an organic reaction: reactants, conditions, products, and yield Isolated yield 18.1%. Product: OCCSCC1=CC=NC=C1 (4-(2-Hydroxyethylthiomethyl)pyridine). Run at time 20 hour. Reported procedure: Sodium methoxide (361 mg., 6.7 mmoles) was dissolved in 15 ml. of ethanol and cooled in an ice-water bath. 2-Bromoethanol (760 mg., 6.08 mmoles) was added dropwise over 5 minutes, followed by the dropwise addition of 4-picolyl mercaptan (760 mg., 6.08 mmoles) in 5 ml. of ethanol. The reaction mixture was warmed to room temperature and stirred for 20 hours. Precipitated salts were removed by filtration and the filtrate evaporated to crude product, which was chromatographed on 20 g. of silica gel ... RXN SMILES: C[O-].[Na+].Br[CH2:5][CH2:6][OH:7].[N:8]1[CH:13]=[CH:12][C:11]([CH2:14][SH:15])=[CH:10][CH:9]=1>C(O)C>[OH:7][CH2:6][CH2:5][S:15][CH2:14][C:11]1[CH:12]=[CH:13][N:8]=[CH:9][CH:10]=1 |f:0.1|. The solvent is C(C)O (ethanol), C(C)O (ethanol). Reactants: C[O-].[Na+] (Sodium methoxide), BrCCO (2-Bromoethanol), N1=CC=C(C=C1)CS (4-picolyl mercaptan). Reactants: CC(C)(C)OC(=O)NCC#Cc1ccc2ncnc(Nc3ccc4c(cnn4Cc4cccc(F)c4)c3)c2c1, ClCCl, O=C(O)C(F)(F)F. Product: NCC#Cc1ccc2ncnc(Nc3ccc4c(cnn4Cc4cccc(F)c4)c3)c2c1. As a reaction SMILES: [C:1]([O:2][C:3](=[O:4])[NH:7][CH2:8][C:9]#[C:10][c:11]1[cH:12][c:13]2[c:14]([NH:21][c:22]3[cH:23][c:24]4[cH:25][n:26][n:27]([CH2:31][c:32]5[cH:33][c:34]([F:38])[cH:35][cH:36][cH:37]5)[c:28]4[cH:29][cH:30]3)[n:15][cH:16][n:17][c:18]2[cH:19][cH:20]1)([CH3:5])([CH3:6])[CH3:39].[Cl:47][CH2:48][Cl:49].[F:40][C:41]([F:42])([F:43])[C:44]([OH:45])=[O:46]>>[NH2:7][CH2:8][C:9]#[C:10][c:11]1[cH:12][c:13]2[c:14]([NH:21][c:22]3[cH:23][c:24]4[cH:25][n:26][n:27]([CH2:31][c:32]5[cH:33][c:34]([F:38])[cH:35][cH:36][cH:37]5)[c:28]4[cH:29][cH:30]3)[n:15][cH:16][n:17][c:18]2[cH:19][cH:20]1. Reactants: SC=1OC2=C(N1)C=CC=C2 (2-Mercaptobenzoxazole), CI (Methyl iodide), C[O-].[Na+] (sodium methoxide), [Na] (sodium). Run in CO (methanol). Reaction conditions: temperature 50 celsius, time 3 hour. Yields the product CSC=1OC2=C(N1)C=CC=C2 (2-(Methylthio)benzoxazole). Reaction SMILES: [SH:1][C:2]1[O:3][C:4]2[CH:10]=[CH:9][CH:8]=[CH:7][C:5]=2[N:6]=1.[CH3:11][O-].[Na+].[Na].CI>CO>[CH3:11][S:1][C:2]1[O:3][C:4]2[CH:10]=[CH:9][CH:8]=[CH:7][C:5]=2[N:6]=1 |f:1.2,^1:13|. Procedure details: 2-Mercaptobenzoxazole (6.0 g, 0.04 mole) was slowly added, with stirring, to a solution of sodium methoxide prepared by the addition of sodium (1.0 g) to anhydrous methanol (150 ml). Methyl iodide (5 ml) was added and the mixture was stirred at a temperature of 50° C. for a period of 3 hours and allowed to stand overnight at room temperature. The methanol was removed by distillation under reduced pressure and the solid residue was triturated with ice water and the insoluble material was collecte... Reactants: CCCCCCCCCCCc1cnc(-c2ccc(O)cc2)nc1, CCC1CCC(C(=O)O)C1, C(=NC1CCCCC1)=NC1CCCCC1, ClCCl. Product: CCCCCCCCCCCc1cnc(-c2ccc(OC(=O)C3CCC(CC)C3)cc2)nc1. Reaction SMILES: [CH2:1]([CH2:2][CH2:3][CH2:4][CH2:5][CH2:6][CH2:7][CH2:8][CH2:9][CH2:10][CH3:11])[c:12]1[cH:13][n:14][c:15](-[c:18]2[cH:19][cH:20][c:21]([OH:24])[cH:22][cH:23]2)[n:16][cH:17]1.[CH2:25]([CH3:26])[CH:27]1[CH2:28][CH:29]([C:32](=[O:33])[OH:34])[CH2:30][CH2:31]1.[CH:35]1([N:36]=[C:37]=[N:38][CH:39]2[CH2:40][CH2:41][CH2:42][CH2:43][CH2:44]2)[CH2:45][CH2:46][CH2:47][CH2:48][CH2:49]1.[Cl:50][CH2:51][Cl:52]>>[CH2:1]([CH2:2][CH2:3][CH2:4][CH2:5][CH2:6][CH2:7][CH2:8][CH2:9][CH2:10][CH3:11])[c:12]1[cH:13][n:14][c:15](-[c:18]2[cH:19][cH:20][c:21]([O:24][C:32]([CH:29]3[CH2:28][CH:27]([CH2:25][CH3:26])[CH2:31][CH2:30]3)=[O:33])[cH:22][cH:23]2)[n:16][cH:17]1. The reactants are O=C([O-])[O-], CN(C)C=O, COC(=O)OC, [K+], [K+], O=[N+]([O-])c1ccc2cc[nH]c2c1, O. The product is Cn1ccc2ccc([N+](=O)[O-])cc21. Reaction SMILES: [C:13](=[O:14])([O-:15])[O-:16].[CH3:19][N:20]([CH3:21])[CH:22]=[O:23].[CH3:24][O:25][C:26]([O:27][CH3:28])=[O:29].[K+:17].[K+:18].[N+:1](=[O:2])([O-:3])[c:4]1[cH:5][cH:6][c:7]2[cH:8][cH:9][nH:10][c:11]2[cH:12]1.[OH2:30]>>[N+:1](=[O:2])([O-:3])[c:4]1[cH:5][cH:6][c:7]2[cH:8][cH:9][n:10]([CH3:13])[c:11]2[cH:12]1. The reactants are O=C([O-])[O-], COCCO, CC#N, CCOC(C)=O, O=[N+]([O-])c1ccc(F)c(Cl)c1, [K+], [K+], CN(C)C=O, O. Product: COCCOc1ccc([N+](=O)[O-])cc1Cl. As a reaction SMILES: [C:17](=[O:18])([O-:19])[O-:20].[CH3:12][O:13][CH2:14][CH2:15][OH:16].[CH3:28][C:29]#[N:30].[CH3:31][CH2:32][O:33][C:34]([CH3:35])=[O:36].[Cl:1][c:2]1[c:3]([F:11])[cH:4][cH:5][c:6]([N+:8](=[O:9])[O-:10])[cH:7]1.[K+:21].[K+:22].[O:23]=[CH:24][N:25]([CH3:26])[CH3:27].[OH2:37]>>[Cl:1][c:2]1[c:3]([O:16][CH2:15][CH2:14][O:13][CH3:12])[cH:4][cH:5][c:6]([N+:8](=[O:9])[O-:10])[cH:7]1. The reactants are CC(C)OC(=O)/N=N/C(=O)OC(C)C (diisopropylazodicarboxylate), C(C)C1=NN(C(=C1OC=1C=C(C(=O)N)C=C(C1)F)CC)CCO (3-{[3,5-Diethyl-1-(2-hydroxyethyl)-1H-pyrazol-4-yl]oxy}-5-fluorobenzamide), C1(=CC=CC=C1)P(C1=CC=CC=C1)C1=CC=CC=C1 (triphenylphosphine), C1(C=2C(C(N1)=O)=CC=CC2)=O (phthalimide), O.NN (hydrazine hydrate). Solvent: O1CCCC1 (tetrahydrofuran), O1CCCC1 (tetrahydrofuran). Run at time 18 hour. Product: N (ammonia), NCCN1N=C(C(=C1CC)OC=1C=C(C(=O)N)C=C(C1)F)CC (3-{[1-(2-Aminoethyl)-3,5-diethyl-1H-pyrazol-4-yl]oxy}-5-fluorobenzamide). Isolated yield 85.1%. Reaction SMILES: [CH2:1]([C:3]1[C:7]([O:8][C:9]2[CH:10]=[C:11]([CH:15]=[C:16]([F:18])[CH:17]=2)[C:12]([NH2:14])=[O:13])=[C:6]([CH2:19][CH3:20])[N:5]([CH2:21][CH2:22]O)[N:4]=1)[CH3:2].C1(P(C2C=CC=CC=2)C2C=CC=CC=2)C=CC=CC=1.C1(=O)[NH:47]C(=O)C2=CC=CC=C12.CC(OC(/N=N/C(OC(C)C)=O)=O)C.O.NN>O1CCCC1>[NH3:4].[NH2:47][CH2:22][CH2:21][N:5]1[C:6]([CH2:19][CH3:20])=[C:7]([O:8][C:9]2[CH:10]=[C:11]([CH:15]=[C:16]([F:18])[CH:17]=2)[C:12]([NH2:14])=[O:13])[C:3]([CH2:1][CH3:2])=[N:4]1 |f:4.5|. Procedure: The alcohol from Example 163 (142 mg, 0.44 mmol), triphenylphosphine (346 mg, 1.32 mmol) and phthalimide (194 mg, 1.32 mmol) were dissolved in tetrahydrofuran (8 ml) at 0° C. under nitrogen and diisopropylazodicarboxylate (260 μl, 1.32 mmol) dissolved in tetrahydrofuran (1 ml) was added over 10 minutes. The reaction was allowed to warm to room temperature and was stirred for 18 hours. The solvent was removed under reduced pressure, the residue was dissolved in ethanol (9 ml) and hydrazine hydrat... Starting materials: CC(C)(C)OC(=O)N1C(CC(O)C(F)(F)F)COC1(C)C, C1CCOC1, C[Si](C)(C)[N-][Si](C)(C)C, ClCCl, O=[N+]([O-])c1ccc(F)cc1, [K+]. Yields the product CC(C)(C)OC(=O)N1C(CC(Oc2ccc([N+](=O)[O-])cc2)C(F)(F)F)COC1(C)C. As a reaction SMILES: [C:1]([CH3:2])([CH3:3])([CH3:4])[O:5][C:6](=[O:7])[N:8]1[C:9]([CH3:20])([CH3:21])[O:10][CH2:11][CH:12]1[CH2:13][CH:14]([C:15]([F:16])([F:17])[F:18])[OH:19].[CH2:42]1[O:43][CH2:44][CH2:45][CH2:46]1.[CH3:32][Si:33]([N-:34][Si:35]([CH3:36])([CH3:37])[CH3:38])([CH3:39])[CH3:40].[Cl:47][CH2:48][Cl:49].[F:22][c:23]1[cH:24][cH:25][c:26]([N+:29](=[O:30])[O-:31])[cH:27][cH:28]1.[K+:41]>>[C:1]([CH3:2])([CH3:3])([CH3:4])[O:5][C:6](=[O:7])[N:8]1[C:9]([CH3:20])([CH3:21])[O:10][CH2:11][CH:12]1[CH2:13][CH:14]([C:15]([F:16])([F:17])[F:18])[O:19][c:23]1[cH:24][cH:25][c:26]([N+:29](=[O:30])[O-:31])[cH:27][cH:28]1. Reactants: [Br-], O=Cc1cccc(-c2ccccc2)c1OCc1ccccc1, [Cl-], [NH4+], C1CCOC1, [Mg+]c1ccccc1. The product is OC(c1ccccc1)c1cccc(-c2ccccc2)c1OCc1ccccc1. Reaction SMILES: [Br-:23].[CH2:1]([c:2]1[cH:3][cH:4][cH:5][cH:6][cH:7]1)[O:8][c:9]1[c:10](-[c:17]2[cH:18][cH:19][cH:20][cH:21][cH:22]2)[cH:11][cH:12][cH:13][c:14]1[CH:15]=[O:16].[Cl-:31].[NH4+:32].[O:33]1[CH2:34][CH2:35][CH2:36][CH2:37]1.[c:24]1([Mg+:30])[cH:25][cH:26][cH:27][cH:28][cH:29]1>>[CH2:1]([c:2]1[cH:3][cH:4][cH:5][cH:6][cH:7]1)[O:8][c:9]1[c:10](-[c:17]2[cH:18][cH:19][cH:20][cH:21][cH:22]2)[cH:11][cH:12][cH:13][c:14]1[CH:15]([OH:16])[c:24]1[cH:25][cH:26][cH:27][cH:28][cH:29]1. The reactants are C1(=CC=CC=C1)C(C1=CC=CC=C1)OC(=O)C1=C(CS[C@H]2N1C([C@H]2NC(CC2=CC=CC=C2)=O)=O)O (3-hydroxy-7beta-phenylacetylamino-3-cephem-4-carboxylic acid diphenylmethyl ester), [BH4-].[Na+] (sodium borohydride), O (water), C(C)(=O)O (acetic acid). The solvent is CN(C=O)C (dimethylformamide). The product is C1(=CC=CC=C1)C(C1=CC=CC=C1)OC(=O)C1C(CS[C@H]2N1C([C@H]2NC(CC2=CC=CC=C2)=O)=O)O (3-hydroxy-7beta-phenylacetylaminocepham-4-carboxylic acid diphenylmethyl ester). Isolated yield 76.3%. As a reaction SMILES: [C:1]1([CH:7]([O:14][C:15]([C:17]2[N:22]3[C:23](=[O:35])[C@@H:24]([NH:25][C:26](=[O:34])[CH2:27][C:28]4[CH:33]=[CH:32][CH:31]=[CH:30][CH:29]=4)[C@H:21]3[S:20][CH2:19][C:18]=2[OH:36])=[O:16])[C:8]2[CH:13]=[CH:12][CH:11]=[CH:10][CH:9]=2)[CH:6]=[CH:5][CH:4]=[CH:3][CH:2]=1.[BH4-].[Na+].C(O)(=O)C.O>CN(C)C=O>[C:1]1([CH:7]([O:14][C:15]([CH:17]2[N:22]3[C:23](=[O:35])[C@@H:24]([NH:25][C:26](=[O:34])[CH2:27][C:28]4[CH:33]=[CH:32][CH:31]=[CH:30][CH:29]=4)[C@H:21]3[S:20][CH2:19][CH:18]2[OH:36])=[O:16])[C:8]2[CH:9]=[CH:10][CH:11]=[CH:12][CH:13]=2)[CH:6]=[CH:5][CH:4]=[CH:3][CH:2]=1 |f:1.2|. Reported procedure: To a solution of 3-hydroxy-7beta-phenylacetylamino-3-cephem-4-carboxylic acid diphenylmethyl ester (1) in dimethylformamide (9.5 parts, dried over Molecular Sieves) at -50° C. under nitrogen is added sodium borohydride (4 equivalents) at -53° to -48° C. over 3 minutes. After 30 minutes at the same temperature, glacial acetic acid (1.4 parts) and then water (10 parts) are added to the mixture gradually, and extracted with ethyl acetate. The extract is washed with 5% aqueous sodium hydrogen carbon...